Dataset: the Open Reaction Database (ORD), a public repository of structured organic reaction records. Task: describe an organic reaction: reactants, conditions, products, and yield Reactants: BrC1=CC=C(COC[C@H]2[C@H](C2)C2CCN(CC2)C#N)C=C1 (4-((1R,2R)-2-{[(4-bromobenzyl)oxy]methyl}cyclopropyl)piperidine-1-carbonitrile), CS(=O)[O-].[Na+] (sodium methanesulfinate), C1=CC=CC=C1 (C6H6), CNCCNC (MeNHCH2CH2NHMe). The reagents and catalysts are C(F)(F)(F)S(=O)(=O)[O-].C(F)(F)(F)S(=O)(=O)[O-].[Cu+2] (Cu(OTf)2). Run in CS(=O)C (dimethyl sulfoxide). Conditions: temperature 120 celsius. Product: CS(=O)(=O)C1=CC=C(COC[C@H]2[C@H](C2)C2CCN(CC2)C#N)C=C1 (4-((1R,2R)-2-({[4-(methylsulfonyl)benzyl]oxy}methyl)cyclopropyl]piperidine-1-carbonitrile). RXN SMILES: Br[C:2]1[CH:21]=[CH:20][C:5]([CH2:6][O:7][CH2:8][C@@H:9]2[CH2:11][C@@H:10]2[CH:12]2[CH2:17][CH2:16][N:15]([C:18]#[N:19])[CH2:14][CH2:13]2)=[CH:4][CH:3]=1.[CH3:22][S:23]([O-:25])=[O:24].[Na+].C1C=CC=CC=1.CNCCNC>CS(C)=O.C(S([O-])(=O)=O)(F)(F)F.C(S([O-])(=O)=O)(F)(F)F.[Cu+2]>[CH3:22][S:23]([C:2]1[CH:21]=[CH:20][C:5]([CH2:6][O:7][CH2:8][C@@H:9]2[CH2:11][C@@H:10]2[CH:12]2[CH2:17][CH2:16][N:15]([C:18]#[N:19])[CH2:14][CH2:13]2)=[CH:4][CH:3]=1)(=[O:25])=[O:24] |f:1.2,6.7.8|. Procedure details: The product of step C (310 mg, 0.89 mmol), sodium methanesulfinate (109 mg, 1.06 mmol), Cu(OTf)2.C6H6 (89 mg, 0.178 mmol), and MeNHCH2CH2NHMe (0.038 mL, 0.355 mmol) were combined in dimethyl sulfoxide (5 mL) in a glass pressure tube. The solution was purged with nitrogen, sealed, and heated in a 120° C. oil bath overnight. The crude reaction mixture was directly purified by preparative HPLC (C18 reversed phase, gradient elution 10% to 100% MeCN in water with 0.1% formic acid) to yield the desire... Reactants: C(#N)C1=CC(=C(C=C1)NC(=O)C1C(C2(C(N1)CC(C)(C)C)C(NC1=CC(=CC=C12)Cl)=O)C1=CC(=CC=C1)Cl)OC (rac-(2′S,3′R,4′R,5′R)-6-chloro-4′-(3-chloro-phenyl)-2′-(2,2-dimethyl-propyl)-2-oxo-1,2-dihydro-spiro[indole-3,3′-pyrrolidine]-5′-carboxylic acid (4-cyano-2-methoxy-phenyl)-amide), OO (H2O2), aqueous solution, [OH-].[Na+] (NaOH). Solvent: CS(=O)C (DMSO). Run at temperature 10 celsius, time 1 hour. Product: C(N)(=O)C1=CC(=C(C=C1)NC(=O)C1C(C2(C(N1)CC(C)(C)C)C(NC1=CC(=CC=C12)Cl)=O)C1=CC(=CC=C1)Cl)OC (rac-(2′S,3′R,4′R,5′R)-6-chloro-4′-(3-chloro-phenyl)-2′-(2,2-dimethyl-propyl)-2-oxo-1,2-dihydro-spiro[indole-3,3′-pyrrolidine]-5′-carboxylic acid (4-carbamoyl-2-methoxy-phenyl)-amide). Reaction SMILES: [C:1]([C:3]1[CH:8]=[CH:7][C:6]([NH:9][C:10]([CH:12]2[NH:16][CH:15]([CH2:17][C:18]([CH3:21])([CH3:20])[CH3:19])[C:14]3([C:29]4[C:24](=[CH:25][C:26]([Cl:30])=[CH:27][CH:28]=4)[NH:23][C:22]3=[O:31])[CH:13]2[C:32]2[CH:37]=[CH:36][CH:35]=[C:34]([Cl:38])[CH:33]=2)=[O:11])=[C:5]([O:39][CH3:40])[CH:4]=1)#[N:2].[OH:41]O.[OH-].[Na+]>CS(C)=O>[C:1]([C:3]1[CH:8]=[CH:7][C:6]([NH:9][C:10]([CH:12]2[NH:16][CH:15]([CH2:17][C:18]([CH3:21])([CH3:20])[CH3:19])[C:14]3([C:29]4[C:24](=[CH:25][C:26]([Cl:30])=[CH:27][CH:28]=4)[NH:23][C:22]3=[O:31])[CH:13]2[C:32]2[CH:37]=[CH:36][CH:35]=[C:34]([Cl:38])[CH:33]=2)=[O:11])=[C:5]([O:39][CH3:40])[CH:4]=1)(=[O:41])[NH2:2] |f:2.3|. Procedure details: To the solution of rac-(2′S,3′R,4′R,5′R)-6-chloro-4′-(3-chloro-phenyl)-2′-(2,2-dimethyl-propyl)-2-oxo-1,2-dihydro-spiro[indole-3,3′-pyrrolidine]-5′-carboxylic acid (4-cyano-2-methoxy-phenyl)-amide (0.16 g, 0.28 mmol) in DMSO (3 mL) at 0° C. was added an aqueous solution (30% Aldrich) of H2O2 (0.47 g, 4.2 mmol) aqueous solution (1N) of NaOH (1.4 mL, 1.4 mmol) was added dropwise. The reaction mixture was stirred at 10° C. for 1 h. The mixture was partitioned between ethyl acetate and saturated aqu... The reactants are C(C)OC(=O)C=1SC=C(N1)C(F)(F)F (4-Trifluoromethyl-thiazole-2-carboxylic acid ethyl ester), CC(C)C[AlH]CC(C)C (DIBAL-H). Solvent: C1CCOC1 (THF). Reaction conditions: temperature -78 celsius, time 30 minute. Product: FC(C=1N=C(SC1)CO)(F)F (4-Trifluoromethyl-thiazol-2-yl-methanol). RXN SMILES: C([O:3][C:4]([C:6]1[S:7][CH:8]=[C:9]([C:11]([F:14])([F:13])[F:12])[N:10]=1)=O)C.CC(C[AlH]CC(C)C)C>C1COCC1>[F:14][C:11]([F:12])([F:13])[C:9]1[N:10]=[C:6]([CH2:4][OH:3])[S:7][CH:8]=1. Procedure details: 4-Trifluoromethyl-thiazole-2-carboxylic acid ethyl ester (131 mg) was dissolved in THF (5 ml). The reaction mixture was then cooled to −78° C. DIBAL-H (4.7 ml, 1.0 M in tetrahydrofurane) was added slowly during a period of 10 min. The cooling bath was removed, and the solution was kept under stirring for 30 min at RT. The solution was then cooled to 0° C., and NaF (784 mg) was added, followed by the slow addition of 3 ml water. The product was extracted by ethyl acetate. The solvent was removed,... Reactants: [Cl-].C(C1=CC=CC=C1)[N+]1(CC2=CC(=C(C=C2C1)OC)OC)C (N-benzyl-5,6-dimethoxy-N-methylisoindolinium chloride), Br (hydrobromic acid). Yields the product [Br-].C(C1=CC=CC=C1)[N+]1(CC2=CC(=C(C=C2C1)O)O)C (N-benzyl-5,6-dihydroxy-N-methylisoindolinium bromide). RXN SMILES: [Cl-].[CH2:2]([N+:9]1([CH3:22])[CH2:17][C:16]2[C:11](=[CH:12][C:13]([O:20]C)=[C:14]([O:18]C)[CH:15]=2)[CH2:10]1)[C:3]1[CH:8]=[CH:7][CH:6]=[CH:5][CH:4]=1.[BrH:23]>>[Br-:23].[CH2:2]([N+:9]1([CH3:22])[CH2:10][C:11]2[C:16](=[CH:15][C:14]([OH:18])=[C:13]([OH:20])[CH:12]=2)[CH2:17]1)[C:3]1[CH:4]=[CH:5][CH:6]=[CH:7][CH:8]=1 |f:0.1,3.4|. Procedure: To 1.0 g (3.13 mmol) of N-benzyl-5,6-dimethoxy-N-methylisoindolinium chloride, 10 ml of 48% hydrobromic acid was added, and the mixture was heated at reflux for 3 hours at an external temperature of from 110° to 130° C. The reaction solution was evaporated to dryness under reduced pressure, and the crystal residue was washed with 10 ml of acetone to obtain 1.05 g of the above identified compound. The reactants are ClC1=CC=C(C=C1)C1(OCCO1)C1=CC=C(C=C1)C1=NC2=C(N1)C=CC(=C2)C(=O)O (2-{4-[2-(4-chloro-phenyl)-[1,3]dioxolan-2-yl]-phenyl}-1H-benzoimidazole-5-carboxylic acid), C(=O)(N1C=NC=C1)N1C=NC=C1 (carbonyldiimidazole), C1(=CC=CC=C1)C1(OCCO1)C1=CC=C(C=C1)C1=NC2=C(N1)C=CC(=C2)C(=O)N (2-[4-(2-Phenyl-[1,3]dioxolan-2-yl)-phenyl]-1H-benzoimidazole-5-carboxylic acid amide), C([O-])(O)=O.[NH4+] (ammonium bicarbonate), [NH4+].[Cl-] (NH4Cl). Run in CN(C)C=O (DMF). Conditions: temperature 0 celsius, time 30 minute. Product: ClC1=CC=C(C=C1)C1(OCCO1)C1=CC=C(C=C1)C1=NC2=C(N1)C=CC(=C2)C(=O)N (2-{4-[2-(4-Chloro-phenyl)-[1,3]dioxolan-2-yl]-phenyl}-1H-benzoimidazole-5-carboxylic acid amide). Yield: 76.0%. As a reaction SMILES: [C:1]1([C:7]2([C:12]3[CH:17]=[CH:16][C:15]([C:18]4[NH:22][C:21]5[CH:23]=[CH:24][C:25]([C:27]([NH2:29])=[O:28])=[CH:26][C:20]=5[N:19]=4)=[CH:14][CH:13]=3)[O:11][CH2:10][CH2:9][O:8]2)[CH:6]=[CH:5][CH:4]=[CH:3][CH:2]=1.[Cl:30]C1C=CC(C2(C3C=CC(C4NC5C=CC(C(O)=O)=CC=5N=4)=CC=3)OCCO2)=CC=1.C(N1C=CN=C1)(N1C=CN=C1)=O.C(=O)(O)[O-].[NH4+].[NH4+].[Cl-]>CN(C=O)C>[Cl:30][C:4]1[CH:3]=[CH:2][C:1]([C:7]2([C:12]3[CH:17]=[CH:16][C:15]([C:18]4[NH:22][C:21]5[CH:23]=[CH:24][C:25]([C:27]([NH2:29])=[O:28])=[CH:26][C:20]=5[N:19]=4)=[CH:14][CH:13]=3)[O:8][CH2:9][CH2:10][O:11]2)=[CH:6][CH:5]=1 |f:3.4,5.6|. Procedure: 2-[4-(2-Phenyl-[1,3]dioxolan-2-yl)-phenyl]-1H-benzoimidazole-5-carboxylic acid amide. To a solution of 2-{4-[2-(4-chloro-phenyl)-[1,3]dioxolan-2-yl]-phenyl}-1H-benzoimidazole-5-carboxylic acid (135 mg, 0.32 mmol) in anhydrous DMF was added carbonyldiimidazole (118 mg, 0.73 mmol). The reaction mixture was stirred under N2 for 30 min and then cooled to 0° C., and ammonium bicarbonate (140 mg, 1.4 mmol) was added. The resulting mixture was allowed to warm to RT and was stirred for 16 h. The mixture... Starting materials: Cl (hydrochloric acid), CC1=C(C(C(=C(C1=O)C)C)=O)C(CCCCCC(=O)NCC(=O)OCC1=CC=CC=C1)C1=CC=CC=C1 (benzyl 7-(3,5,6-trimethyl-1,4-benzoquinon-2-yl)-7-phenylheptanoylglycinate), N1[C@H](C(=O)O)CCC1 (L-proline), C(C)N1CCOCC1 (N-ethylmorpholine). The solvent is CN(C=O)C (dimethylformamide). Reaction conditions: time 15 hour. The product is CC1=C(C(C(=C(C1=O)C)C)=O)C(CCCCCC(=O)N1[C@H](C(=O)O)CCC1)C1=CC=CC=C1 (7-(3,5,6-trimethyl-1,4-benzoquinon-2-yl)-7-phenylheptanoyl-L-proline). The yield is 70.9%. Reaction SMILES: [CH3:1][C:2]1[C:7](=[O:8])[C:6]([CH3:9])=[C:5]([CH3:10])[C:4](=[O:11])[C:3]=1[CH:12]([C:32]1[CH:37]=[CH:36][CH:35]=[CH:34][CH:33]=1)[CH2:13][CH2:14][CH2:15][CH2:16][CH2:17][C:18](NCC(OCC1C=CC=CC=1)=O)=[O:19].[NH:38]1[CH2:45][CH2:44][CH2:43][C@H:39]1[C:40]([OH:42])=[O:41].C(N1CCOCC1)C.Cl>CN(C)C=O>[CH3:1][C:2]1[C:7](=[O:8])[C:6]([CH3:9])=[C:5]([CH3:10])[C:4](=[O:11])[C:3]=1[CH:12]([C:32]1[CH:33]=[CH:34][CH:35]=[CH:36][CH:37]=1)[CH2:13][CH2:14][CH2:15][CH2:16][CH2:17][C:18]([N:38]1[CH2:45][CH2:44][CH2:43][C@H:39]1[C:40]([OH:42])=[O:41])=[O:19]. Procedure: To a mixture of benzyl 7-(3,5,6-trimethyl-1,4-benzoquinon-2-yl)-7-phenylheptanoylglycinate (0.95, 2.0 mmoles) and L-proline (0.24 g, 2.1 mmoles) was added a solution of N-ethylmorpholine (0.48 g, 4.2 mmoles), in dimethylformamide (10 ml) at room temperature. After 15 hours, 1N hydrochloric acid (5 ml) was added to the reaction mixture. The product was extracted with ethylacetate. The extract was worked up in the usual manner. The crude product was chromatographed on a reversed phase ODS column (... Starting materials: ClC=1C=C(C=C(C1)Cl)NC(=S)NCC(C)C (N-[3,5-dichlorophenyl]-N'-[2-methylpropyl]thiourea), CI (methyl iodide). The solvent is CC(=O)C (acetone). Reaction conditions: time 3 hour. The product is I.ClC=1C=C(C=C(C1)Cl)NC(=NCC(C)C)SC (N-[3,5-dichlorophenyl]-N'-[2-methylpropyl]-carbamimidothioic acid, methyl ester, hydroiodide). The yield is 55.5%. Reaction SMILES: [Cl:1][C:2]1[CH:3]=[C:4]([NH:9][C:10]([NH:12][CH2:13][CH:14]([CH3:16])[CH3:15])=[S:11])[CH:5]=[C:6]([Cl:8])[CH:7]=1.[CH3:17][I:18]>CC(C)=O>[IH:18].[Cl:1][C:2]1[CH:3]=[C:4]([NH:9][C:10]([S:11][CH3:17])=[N:12][CH2:13][CH:14]([CH3:16])[CH3:15])[CH:5]=[C:6]([Cl:8])[CH:7]=1 |f:3.4|. Reported procedure: A solution of 53 g of N-[3,5-dichlorophenyl]-N'-[2-methylpropyl]thiourea in 200 ml of acetone was heated under reflux. A total of 16 ml of methyl iodide was added dropwise, heating is continued for a further 3 hours after this addition. The reaction mixture was then cooled and the precipitate collected to give 50 g (55.5%) of N-[3,5-dichlorophenyl]-N'-[2-methylpropyl]-carbamimidothioic acid, methyl ester, hydroiodide, m.p. 150° C. Concentration of the mother liquors and recrystallization in etha... The reactants are Cl (hydrogen chloride), BrCC1=C(NC(N1)=O)C(C1=CC=C(C=C1)F)=O (5-(bromomethyl)-1,3-dihydro-4-(4-fluorobenzoyl)-2H-imidazol-2-one), ClC1=CC=C(C=C1)C1(CCNCC1)O (4-(4-chlorophenyl)-4-hydroxypiperidine), C([O-])([O-])=O.[K+].[K+] (potassium carbonate). Run in O (Water), CC(C)O (2-propanol), C(C)O (ethanol). Run at temperature 25 celsius, time 16 hour. Product: Cl.ClC1=CC=C(C=C1)C1(CCN(CC1)CC=1NC(NC1C(C1=CC=C(C=C1)F)=O)=O)O (4-[[4-(4-chlorophenyl)-4-hydroxy-1-piperidinyl]methyl]-5-(4-fluorobenzoyl)-1,3-dihydro-2H-imidazol-2-one hydrochloride). Reaction SMILES: Br[CH2:2][C:3]1[NH:7][C:6](=[O:8])[NH:5][C:4]=1[C:9](=[O:17])[C:10]1[CH:15]=[CH:14][C:13]([F:16])=[CH:12][CH:11]=1.[Cl:18][C:19]1[CH:24]=[CH:23][C:22]([C:25]2([OH:31])[CH2:30][CH2:29][NH:28][CH2:27][CH2:26]2)=[CH:21][CH:20]=1.C(=O)([O-])[O-].[K+].[K+].Cl>CC(O)C.O.C(O)C>[ClH:18].[Cl:18][C:19]1[CH:24]=[CH:23][C:22]([C:25]2([OH:31])[CH2:26][CH2:27][N:28]([CH2:2][C:3]3[NH:7][C:6](=[O:8])[NH:5][C:4]=3[C:9](=[O:17])[C:10]3[CH:15]=[CH:14][C:13]([F:16])=[CH:12][CH:11]=3)[CH2:29][CH2:30]2)=[CH:21][CH:20]=1 |f:2.3.4,9.10|. Procedure details: A mixture of 4.3 g (14.2 mmole) of 5-(bromomethyl)-1,3-dihydro-4-(4-fluorobenzoyl)-2H-imidazol-2-one, 3.0 g (14.2 mmole) of 4-(4-chlorophenyl)-4-hydroxypiperidine, 2.0 g (14.2 mmole) of potassium carbonate and 75 ml of ethanol is stirred under argon for 16 hours at 25° C. Water (100 ml) is added and the precipitate which forms is collected and washed with water. It is then suspended in 2-propanol and 1 equivalent of hydrogen chloride in 2-propanol is added. The resulting solid is separated and r... Starting materials: N1CCC(CC1)NC(=O)C=1C(=CC=CC1)C1=CC=C(C=C1)C(F)(F)F (4′-trifluoromethyl-biphenyl-2-carboxylic acid-piperidin-4-ylamide), BrCCCC(CC(=O)OC(C)C)(C1=CC=CC=C1)CC (isopropyl 5-bromo-2-ethyl-2-phenyl-pentanecarboxylate). The product is C(C)C(CC(=O)OC(C)C)(CCCN1CCC(CC1)NC(=O)C=1C(=CC=CC1)C1=CC=C(C=C1)C(F)(F)F)C1=CC=CC=C1 (isopropyl 2-ethyl-2-phenyl-5-{4-[(4′-trifluoromethyl-biphenyl-2-carbonyl)-amino]-piperidin-1-yl}-pentanecarboxylate). As a reaction SMILES: [NH:1]1[CH2:6][CH2:5][CH:4]([NH:7][C:8]([C:10]2[C:11]([C:16]3[CH:21]=[CH:20][C:19]([C:22]([F:25])([F:24])[F:23])=[CH:18][CH:17]=3)=[CH:12][CH:13]=[CH:14][CH:15]=2)=[O:9])[CH2:3][CH2:2]1.Br[CH2:27][CH2:28][CH2:29][C:30]([CH2:44][CH3:45])([C:38]1[CH:43]=[CH:42][CH:41]=[CH:40][CH:39]=1)[CH2:31][C:32]([O:34][CH:35]([CH3:37])[CH3:36])=[O:33]>>[CH2:44]([C:30]([C:38]1[CH:39]=[CH:40][CH:41]=[CH:42][CH:43]=1)([CH2:29][CH2:28][CH2:27][N:1]1[CH2:6][CH2:5][CH:4]([NH:7][C:8]([C:10]2[C:11]([C:16]3[CH:17]=[CH:18][C:19]([C:22]([F:23])([F:24])[F:25])=[CH:20][CH:21]=3)=[CH:12][CH:13]=[CH:14][CH:15]=2)=[O:9])[CH2:3][CH2:2]1)[CH2:31][C:32]([O:34][CH:35]([CH3:36])[CH3:37])=[O:33])[CH3:45]. Procedure: Prepared from 4′-trifluoromethyl-biphenyl-2-carboxylic acid-piperidin-4-ylamide and isopropyl 5-bromo-2-ethyl-2-phenyl-pentanecarboxylate.